From a dataset of the Open Reaction Database (ORD), a public repository of structured organic reaction records. describe an organic reaction: reactants, conditions, products, and yield The reactants are NC1=C(C(=O)N)C(=CC=C1)Cl (2-amino-6-chlorobenzamide), C(C)(C)N1CCN(CC1)C1=CC=C(C=O)C=C1 (4-(4-isopropylpiperazin-1-yl)benzaldehyde), CC=1C=CC(=CC1)S(=O)(=O)O (p-TsOH), OS(=O)[O-].[Na+] (NaHSO3). The solvent is CC(=O)N(C)C (DMA), C(Cl)Cl (CH2Cl2). Conditions: temperature 140 celsius. The product is ClC1=C2C(NC(=NC2=CC=C1)C1=CC=C(C=C1)N1CCN(CC1)C(C)C)=O (5-Chloro-2-(4-(4-isopropylpiperazin-1-yl)phenyl)quinazolin-4(3H)-one). As a reaction SMILES: [NH2:1][C:2]1[CH:10]=[CH:9][CH:8]=[C:7]([Cl:11])[C:3]=1[C:4]([NH2:6])=[O:5].[CH:12]([N:15]1[CH2:20][CH2:19][N:18]([C:21]2[CH:28]=[CH:27][C:24]([CH:25]=O)=[CH:23][CH:22]=2)[CH2:17][CH2:16]1)([CH3:14])[CH3:13].CC1C=CC(S(O)(=O)=O)=CC=1.OS([O-])=O.[Na+]>CC(N(C)C)=O.C(Cl)Cl>[Cl:11][C:7]1[CH:8]=[CH:9][CH:10]=[C:2]2[C:3]=1[C:4](=[O:5])[NH:6][C:25]([C:24]1[CH:23]=[CH:22][C:21]([N:18]3[CH2:17][CH2:16][N:15]([CH:12]([CH3:14])[CH3:13])[CH2:20][CH2:19]3)=[CH:28][CH:27]=1)=[N:1]2 |f:3.4|. Procedure: A solution of 2-amino-6-chlorobenzamide (0.314 g, 1.85 mmol) and 4-(4-isopropylpiperazin-1-yl)benzaldehyde (0.430 g, 1.85 mmol) in DMA (25 mL) were treated with p-TsOH (0.035 g, 0.185 mmol) and NaHSO3 (0.212 g, 2.04 mmol), and the mixture was heated at 140° C. for 18 hours. Then, the mixture was cooled, diluted with CH2Cl2 (200 mL), and washed with saturated NaHCO3 (100 mL). The organic phase was dried over anhydrous MgSO4, filtered, concentrated, and purified by silica gel chromatography, eluti...